From a dataset of the Open Reaction Database (ORD), a public repository of structured organic reaction records. describe an organic reaction: reactants, conditions, products, and yield Starting materials: C(C1=CC=CC=C1)(C1=CC=CC=C1)N1CC(C1)CN1C=CC2=CC=C(C=C12)F (1-(1-benzhydryl-azetidin-3-ylmethyl)-6-fluoro-1H-indole), C(=O)[O-].[NH4+] (ammonium formate). Reagents/catalysts: [Pd] (palladium on carbon). Solvent: C(C)O (ethanol). Yields the product N1CC(C1)CN1C=CC2=CC=C(C=C12)F (1-Azetidin-3-ylmethyl-6-fluoro-1H-indole). RXN SMILES: C([N:14]1[CH2:17][CH:16]([CH2:18][N:19]2[C:27]3[C:22](=[CH:23][CH:24]=[C:25]([F:28])[CH:26]=3)[CH:21]=[CH:20]2)[CH2:15]1)(C1C=CC=CC=1)C1C=CC=CC=1.C([O-])=O.[NH4+]>[Pd].C(O)C>[NH:14]1[CH2:17][CH:16]([CH2:18][N:19]2[C:27]3[C:22](=[CH:23][CH:24]=[C:25]([F:28])[CH:26]=3)[CH:21]=[CH:20]2)[CH2:15]1 |f:1.2|. Procedure details: A mixture of 1-(1-benzhydryl-azetidin-3-ylmethyl)-6-fluoro-1H-indole (0.6 g, 1.6 mmol), palladium on carbon (10%, cat.amount) and ammonium formate (0.2 g, 3.2 mmol) in ethanol (20 mL) was refluxed for 30 min. The mixture was filtered through celite and the solvent removed under vacuum. Diphenylmethane was removed by triturating the residue with ether, methylene chloride and decanting. The remaining product was dried under vacuum. The crude material was directly used in next step without further ... The reactants are C(=O)(OC(C)(C)C)N1CCN(CC1)NC(CC1=CC=CC=C1)=O (1-BOC-4-phenylacetamidopiperazine), C(C)C1=NC2=C(C(=N1)N1CCN(CC1)C(=O)OC(C)(C)C)C=C(S2)CC (tert-butyl 4-(2,6-diethylthiopheno[3,2-e]pyrimidin-4-yl)piperazinecarboxylate). The product is C(C)C1=NC2=C(C(=N1)N1CCN(CC1)C(CC1=CC=CC=C1)=O)C=C(S2)CC (1-[4-(2,6-diethylthiopheno[3,2-e]pyrimidin-4-yl)piperazinyl]-2-phenylethan-1-one). The yield is 27.0%. Reaction SMILES: C(N1CCN([NH:14][C:15](=[O:23])[CH2:16][C:17]2[CH:22]=[CH:21][CH:20]=[CH:19][CH:18]=2)CC1)(OC(C)(C)C)=O.[CH2:24]([C:26]1[N:31]=[C:30]([N:32]2[CH2:37][CH2:36]N(C(OC(C)(C)C)=O)[CH2:34][CH2:33]2)[C:29]2[CH:45]=[C:46]([CH2:48][CH3:49])[S:47][C:28]=2[N:27]=1)[CH3:25]>>[CH2:24]([C:26]1[N:31]=[C:30]([N:32]2[CH2:37][CH2:36][N:14]([C:15](=[O:23])[CH2:16][C:17]3[CH:18]=[CH:19][CH:20]=[CH:21][CH:22]=3)[CH2:34][CH2:33]2)[C:29]2[CH:45]=[C:46]([CH2:48][CH3:49])[S:47][C:28]=2[N:27]=1)[CH3:25]. Procedure details: Phenylacetamidopiperazine hydrochloride (Example 141) was reacted 2-ethyl-4-chloro-6-ethylthienopyrimidine (Example 156) according to Example 87. Yield=27%, ES-MS: (M+H)+ 395. Reactants: ClC1=C(OCCC=C)C=CC(=C1)OC(F)(F)F (4-[2-Chloro-4-(trifluoromethoxy)phenoxy]-1-butene), COC(=O)[C@]1(OC2=C(C1)C=C(C=C2)OS(=O)(=O)C(F)(F)F)C(C)C ((2R)-5-[(Trifluoromethanesulfonyl)oxy]-2-isopropyl-2,3-dihydro-benzofuran-2-carboxylic acid methyl ester). Product: ClC1=C(OCCCCC=2C=CC3=C(C[C@](O3)(C(=O)O)C(C)C)C2)C=CC(=C1)OC(F)(F)F ((2R)-5-[4-(2-Chloro-4-trifluoromethoxy-phenoxy)-butyl]-2-isopropyl-2,3-dihydro-benzofuran-2-carboxylic acid). As a reaction SMILES: [Cl:1][C:2]1[CH:12]=[C:11]([O:13][C:14]([F:17])([F:16])[F:15])[CH:10]=[CH:9][C:3]=1[O:4][CH2:5][CH2:6][CH:7]=[CH2:8].C[O:19][C:20]([C@:22]1([CH:39]([CH3:41])[CH3:40])[CH2:26][C:25]2[CH:27]=[C:28](OS(C(F)(F)F)(=O)=O)[CH:29]=[CH:30][C:24]=2[O:23]1)=[O:21]>>[Cl:1][C:2]1[CH:12]=[C:11]([O:13][C:14]([F:16])([F:15])[F:17])[CH:10]=[CH:9][C:3]=1[O:4][CH2:5][CH2:6][CH2:7][CH2:8][C:28]1[CH:29]=[CH:30][C:24]2[O:23][C@:22]([CH:39]([CH3:40])[CH3:41])([C:20]([OH:21])=[O:19])[CH2:26][C:25]=2[CH:27]=1. Procedure details: The title compound was prepared following the procedure described in Example 16, Step 3, employing the intermediate prepared in Step 1 instead of 5-[(buten-3-yl)oxy]-2-ethyl2,3-dihydro-1-benzofurancarboxylate and the triflate prepared in Step 2 instead of 2-chloro-4(trifluoromethoxy)phenyl trifluoromethanesulfonate.